This data is from the Open Reaction Database (ORD), a public repository of structured organic reaction records. The task is: describe an organic reaction: reactants, conditions, products, and yield Starting materials: OC(CNC(CC1=CC=C(CP(OCCCC)(=O)COC2=CC=CC=C2)C=C1)C)COC1=CC(=C(C=C1)O)CO ((SR)-4-{2-[2-hydroxy-3-(4-hydroxy-3-hydroxymethyl-phenoxy)propylamino]propyl}phenoxymethylbenzylphosphinic acid, n-butyl ester), Cl (hydrochloric acid), solid. Product: OC(CNC(CC1=CC=C(CP(O)(=O)COC2=CC=CC=C2)C=C1)C)COC1=CC(=C(C=C1)O)CO ((SR)-4-{2-[2-Hydroxy-3-(4-hydroxy-3-hydroxymethylphenoxy)propylamino]propyl}phenoxymethylbenzylphosphinic acid). RXN SMILES: [OH:1][CH:2]([CH2:30][O:31][C:32]1[CH:37]=[CH:36][C:35]([OH:38])=[C:34]([CH2:39][OH:40])[CH:33]=1)[CH2:3][NH:4][CH:5]([CH3:29])[CH2:6][C:7]1[CH:28]=[CH:27][C:10]([CH2:11][P:12]([CH2:19][O:20][C:21]2[CH:26]=[CH:25][CH:24]=[CH:23][CH:22]=2)(=[O:18])[O:13]CCCC)=[CH:9][CH:8]=1.Cl>>[OH:1][CH:2]([CH2:30][O:31][C:32]1[CH:37]=[CH:36][C:35]([OH:38])=[C:34]([CH2:39][OH:40])[CH:33]=1)[CH2:3][NH:4][CH:5]([CH3:29])[CH2:6][C:7]1[CH:28]=[CH:27][C:10]([CH2:11][P:12]([CH2:19][O:20][C:21]2[CH:26]=[CH:25][CH:24]=[CH:23][CH:22]=2)(=[O:13])[OH:18])=[CH:9][CH:8]=1. Procedure: The title compound was prepared from (SR)-4-{2-[2-hydroxy-3-(4-hydroxy-3-hydroxymethyl-phenoxy)propylamino]propyl}phenoxymethylbenzylphosphinic acid, n-butyl ester according to the method described in Example 5 followed by acidification to pH 3.5 with 1M hydrochloric acid, as a solid (mp 180°-183° C.) following chromatography on C18 reverse phase silica-gel, eluting with 40% methanol in water. The reactants are CCO, ClCc1ccccc1, S=C1NC(c2ccccc2)C(c2ccccc2)N1. The product is Cl, c1ccc(CSC2=NC(c3ccccc3)C(c3ccccc3)N2)cc1. Reaction SMILES: [CH3:27][CH2:28][OH:29].[Cl:19][CH2:20][c:21]1[cH:22][cH:23][cH:24][cH:25][cH:26]1.[c:1]1([CH:7]2[NH:8][C:9](=[S:18])[NH:10][CH:11]2[c:12]2[cH:13][cH:14][cH:15][cH:16][cH:17]2)[cH:2][cH:3][cH:4][cH:5][cH:6]1>>[ClH:19].[c:1]1([CH:7]2[NH:8][C:9]([S:18][CH2:20][c:21]3[cH:22][cH:23][cH:24][cH:25][cH:26]3)=[N:10][CH:11]2[c:12]2[cH:13][cH:14][cH:15][cH:16][cH:17]2)[cH:2][cH:3][cH:4][cH:5][cH:6]1.